From a dataset of the Open Reaction Database (ORD), a public repository of structured organic reaction records. describe an organic reaction: reactants, conditions, products, and yield The reactants are O=C[C@H](O)[C@H](O)[C@H](O)CO (D-ribose), CC(=O)C (acetone). Yields the product CC1(O[C@@H]2[C@H](OC([C@@H]2O1)O)CO)C (2,3-O-isopropylidene-D-ribofuranose). RXN SMILES: [O:1]=[CH:2][C@@H:3]([C@@H:5]([C@@H:7]([CH2:9][OH:10])[OH:8])[OH:6])[OH:4].[CH3:11][C:12]([CH3:14])=O>>[CH3:11][C:12]1([CH3:14])[O:4][C@@H:3]2[C@@H:5]([C@@H:7]([CH2:9][OH:10])[O:8][CH:2]2[OH:1])[O:6]1. Procedure: D-ribose 1 of a starting material was reacted with acetone according to the method disclosed in J.Biol.Chem., 102,187-201 (1933) to form a compound 3. Physical data for the compound 3 were found to be in accord with those in literature. Procedure details: A mixture of 5-(4-Cyano-2-formylphenoxy)-1,3-dihydro-1-hydroxy-2,1-benzoxaborole (D23) (0.400 g, 1.43 mmol), morpholine (0.375 mL, 4.29 mmol), and acetic acid (0.246 mL, 4.29 mmol) in methanol (10 mL) was stirred for five minutes under nitrogen at room temperature. Cyanoborohydride (0.270 g, 4.29 mmol) was added, and the mixture was stirred at room temperature under nitrogen for two hours. Water was added and the mixture was extracted with ethyl acetate. The organic layer was washed with brine a... Product: OB1OCC2=C1C=CC(=C2)OC2=C(C=C(C#N)C=C2)CN2CCOCC2 (4-(1-hydroxy-1,3-dihydrobenzo[c][1,2]oxaborol-5-yloxy)-3-(morpholinomethyl)benzonitrile). The yield is 79.7%. Reactants: C(#N)[BH3-] (Cyanoborohydride), C(#N)C1=CC(=C(OC=2C=CC3=C(COB3O)C2)C=C1)C=O (5-(4-Cyano-2-formylphenoxy)-1,3-dihydro-1-hydroxy-2,1-benzoxaborole), N1CCOCC1 (morpholine), C(C)(=O)O (acetic acid). Run at time 5 minute. Solvent: CO (methanol), O (Water). As a reaction SMILES: [C:1]([C:3]1[CH:19]=[CH:18][C:6]([O:7][C:8]2[CH:9]=[CH:10][C:11]3[B:15]([OH:16])[O:14][CH2:13][C:12]=3[CH:17]=2)=[C:5]([CH:20]=O)[CH:4]=1)#[N:2].[NH:22]1[CH2:27][CH2:26][O:25][CH2:24][CH2:23]1.C(O)(=O)C.C([BH3-])#N>CO.O>[OH:16][B:15]1[C:11]2[CH:10]=[CH:9][C:8]([O:7][C:6]3[CH:18]=[CH:19][C:3]([C:1]#[N:2])=[CH:4][C:5]=3[CH2:20][N:22]3[CH2:27][CH2:26][O:25][CH2:24][CH2:23]3)=[CH:17][C:12]=2[CH2:13][O:14]1. The reactants are C[Si](CCOCN(C1=CC(=NC=2N1N=CC2I)C2CCC(CC2)CC(=O)OCC)COCC[Si](C)(C)C)(C)C (ethyl 2-(4-(7-(bis((2-(trimethylsilyl)ethoxy)methyl)amino)-3-iodopyrazolo[1,5-a]pyrimidin-5-yl)cyclohexyl)acetate), C[Si](CCOCN(C1=CC(=NC=2N1N=CC2)C2CCC(CC2)CC#N)COCC[Si](C)(C)C)(C)C (2-(4-(7-(bis((2-(trimethylsilyl)ethoxy)methyl)amino)pyrazolo[1,5-a]pyrimidin-5-yl)cyclohexyl)acetonitrile), C[Si](CCOCN(C1=CC(=NC=2N1N=CC2)C2CCC(CC2)CC(=O)OCC)COCC[Si](C)(C)C)(C)C (ethyl 2-(4-(7-(bis((2-(trimethylsilyl)ethoxy)methyl)amino)pyrazolo[1,5-a]pyrimidin-5-yl)cyclohexyl)acetate). The product is C[Si](CCOCN(C1=CC(=NC=2N1N=CC2I)C2CCC(CC2)CC#N)COCC[Si](C)(C)C)(C)C (2-(4-(7-(bis((2-(trimethylsilyl)ethoxy)methyl)amino)-3-iodopyrazolo[1,5-a]pyrimidin-5-yl)cyclohexyl)acetonitrile). Reaction SMILES: [CH3:1][Si:2]([CH3:39])([CH3:38])[CH2:3][CH2:4][O:5][CH2:6][N:7]([CH2:30][O:31][CH2:32][CH2:33][Si:34]([CH3:37])([CH3:36])[CH3:35])[C:8]1[N:13]2[N:14]=[CH:15][C:16]([I:17])=[C:12]2[N:11]=[C:10]([CH:18]2[CH2:23][CH2:22][CH:21]([CH2:24][C:25](OCC)=O)[CH2:20][CH2:19]2)[CH:9]=1.C[Si](C)(C)CCOC[N:46](COCC[Si](C)(C)C)C1N2N=CC=C2N=C(C2CCC(CC#N)CC2)C=1.C[Si](C)(C)CCOCN(COCC[Si](C)(C)C)C1N2N=CC=C2N=C(C2CCC(CC(OCC)=O)CC2)C=1>>[CH3:38][Si:2]([CH3:39])([CH3:1])[CH2:3][CH2:4][O:5][CH2:6][N:7]([CH2:30][O:31][CH2:32][CH2:33][Si:34]([CH3:36])([CH3:35])[CH3:37])[C:8]1[N:13]2[N:14]=[CH:15][C:16]([I:17])=[C:12]2[N:11]=[C:10]([CH:18]2[CH2:19][CH2:20][CH:21]([CH2:24][C:25]#[N:46])[CH2:22][CH2:23]2)[CH:9]=1. Procedure details: 2-(4-(7-(bis((2-(trimethylsilyl)ethoxy)methyl)amino)-3-iodopyrazolo[1,5-a]pyrimidin-5-yl)cyclohexyl)acetonitrile was synthesized in a manner similar to the synthesis of ethyl 2-(4-(7-(bis((2-(trimethylsilyl)ethoxy)methyl)amino)-3-iodopyrazolo[1,5-a]pyrimidin-5-yl)cyclohexyl)acetate, but with 2-(4-(7-(bis((2-(trimethylsilyl)ethoxy)methyl)amino)pyrazolo[1,5-a]pyrimidin-5-yl)cyclohexyl)acetonitrile substituted for ethyl 2-(4-(7-(bis((2-(trimethylsilyl)ethoxy)methyl)amino)pyrazolo[1,5-a]pyrimidin-5-... The reactants are Cc1cc([N+](=O)[O-])c(C)cc1Br, COCCOC, CO, C=CB(OCCCC)OCCCC, c1ccc(P(c2ccccc2)(c2ccccc2)[Pd](P(c2ccccc2)(c2ccccc2)c2ccccc2)(P(c2ccccc2)(c2ccccc2)c2ccccc2)P(c2ccccc2)(c2ccccc2)c2ccccc2)cc1. The product is C=Cc1cc(C)c([N+](=O)[O-])cc1C. As a reaction SMILES: [Br:1][c:2]1[c:3]([CH3:12])[cH:4][c:5]([N+:9](=[O:10])[O-:11])[c:6]([CH3:8])[cH:7]1.[CH3:103][O:104][CH2:105][CH2:106][O:107][CH3:108].[CH3:109][OH:110].[CH:13](=[CH2:14])[B:15]([O:16][CH2:17][CH2:18][CH2:19][CH3:20])[O:21][CH2:22][CH2:23][CH2:24][CH3:25].[cH:26]1[cH:27][cH:28][c:29]([P:30]([Pd:31]([P:32]([c:33]2[cH:34][cH:35][cH:36][cH:37][cH:38]2)([c:39]2[cH:40][cH:41][cH:42][cH:43][cH:44]2)[c:45]2[cH:46][cH:47][cH:48][cH:49][cH:50]2)([P:51]([c:52]2[cH:53][cH:54][cH:55][cH:56][cH:57]2)([c:58]2[cH:59][cH:60][cH:61][cH:62][cH:63]2)[c:64]2[cH:65][cH:66][cH:67][cH:68][cH:69]2)[P:70]([c:71]2[cH:72][cH:73][cH:74][cH:75][cH:76]2)([c:77]2[cH:78][cH:79][cH:80][cH:81][cH:82]2)[c:83]2[cH:84][cH:85][cH:86][cH:87][cH:88]2)([c:89]2[cH:90][cH:91][cH:92][cH:93][cH:94]2)[c:95]2[cH:96][cH:97][cH:98][cH:99][cH:100]2)[cH:101][cH:102]1>>[c:2]1([CH:13]=[CH2:14])[c:3]([CH3:12])[cH:4][c:5]([N+:9](=[O:10])[O-:11])[c:6]([CH3:8])[cH:7]1. The reactants are ClC=1C=C(C(=O)O)C=C(C1)Cl (3,5-dichlorobenzoic acid), S(=O)(Cl)Cl (thionyl chloride), C(C1=CC=CC=C1)[C@H]1NCC[C@@H](C1)N(C(C(F)(F)F)=O)CC1=CC=NC2=CC=CC=C12 ((2R*,4S*)-2-benzyl-N-(4-quinolylmethyl)-N-trifluoroacetyl-4-piperidinamine), N (ammonia). Solvent: C(Cl)Cl.CO (methylene chloride methanol). The product is C(C1=CC=CC=C1)[C@H]1N(CC[C@@H](C1)N(C(C(F)(F)F)=O)CC1=CC=NC2=CC=CC=C12)C(C1=CC(=CC(=C1)Cl)Cl)=O ((2R*,4S*)-2-Benzyl-1-(3,5-dichlorobenzoyl)-N-(4-quinolylmethyl)-N-trifluoroacetyl-4-piperidinamine). RXN SMILES: [Cl:1][C:2]1[CH:3]=[C:4]([CH:8]=[C:9]([Cl:11])[CH:10]=1)[C:5]([OH:7])=O.S(Cl)(Cl)=O.[CH2:16]([C@@H:23]1[CH2:28][C@@H:27]([N:29]([CH2:36][C:37]2[C:46]3[C:41](=[CH:42][CH:43]=[CH:44][CH:45]=3)[N:40]=[CH:39][CH:38]=2)[C:30](=[O:35])[C:31]([F:34])([F:33])[F:32])[CH2:26][CH2:25][NH:24]1)[C:17]1[CH:22]=[CH:21][CH:20]=[CH:19][CH:18]=1.N>C(Cl)Cl.CO>[CH2:16]([C@@H:23]1[CH2:28][C@@H:27]([N:29]([CH2:36][C:37]2[C:46]3[C:41](=[CH:42][CH:43]=[CH:44][CH:45]=3)[N:40]=[CH:39][CH:38]=2)[C:30](=[O:35])[C:31]([F:33])([F:34])[F:32])[CH2:26][CH2:25][N:24]1[C:5](=[O:7])[C:4]1[CH:8]=[C:9]([Cl:11])[CH:10]=[C:2]([Cl:1])[CH:3]=1)[C:17]1[CH:18]=[CH:19][CH:20]=[CH:21][CH:22]=1 |f:4.5|. Procedure: 1.11 g (5.85 mmol) of 3,5-dichlorobenzoic acid are reacted in analogy to Example 2j first with 0.63 ml (8.77 mmol) of thionyl chloride and subsequently with 1 g (2.34 mmol) of (2R*,4S*)-2-benzyl-N-(4-quinolylmethyl)-N-trifluoroacetyl-4-piperidinamine to give the product. TLC: methylene chloride/methanol/conc. ammonia (700:50:1) Rf =0.65, FD-MS: M+ =599. The reactants are [Al+3], CC(=O)N1CCC2(CC1)SC(c1ccccc1)c1ccccc12, [H-], [H-], [H-], [H-], [Li+], C1CCOC1. Product: CCN1CCC2(CC1)SC(c1ccccc1)c1ccccc12. RXN SMILES: [Al+3:25].[C:1]([CH3:2])(=[O:3])[N:4]1[CH2:5][CH2:6][C:7]2([S:8][CH:9]([c:16]3[cH:17][cH:18][cH:19][cH:20][cH:21]3)[c:10]3[c:11]2[cH:12][cH:13][cH:14][cH:15]3)[CH2:22][CH2:23]1.[H-:24].[H-:27].[H-:28].[H-:29].[Li+:26].[O:30]1[CH2:31][CH2:32][CH2:33][CH2:34]1>>[CH2:1]([CH3:2])[N:4]1[CH2:5][CH2:6][C:7]2([S:8][CH:9]([c:16]3[cH:17][cH:18][cH:19][cH:20][cH:21]3)[c:10]3[c:11]2[cH:12][cH:13][cH:14][cH:15]3)[CH2:22][CH2:23]1. The reactants are FC(C1=CC=C(C=C1)/C=C/CO)(F)F ((E)-3-(4-trifluoromethyl-phenyl)-prop-2-en-1-ol), C1(=CC=CC=C1)P(C1=CC=CC=C1)C1=CC=CC=C1 (triphenylphosphine), C(Br)(Br)(Br)Br (carbon tetrabromide), O (water). Run in CC(=O)N(C)C (dimethylacetamide). Conditions: time 1 hour. The product is BrC/C=C/C1=CC=C(C=C1)C(F)(F)F (1-((E)-3-bromo-propenyl)-4-trifluoromethyl-benzene). Isolated yield 99.2%. As a reaction SMILES: [F:1][C:2]([F:14])([F:13])[C:3]1[CH:8]=[CH:7][C:6](/[CH:9]=[CH:10]/[CH2:11]O)=[CH:5][CH:4]=1.C1(P(C2C=CC=CC=2)C2C=CC=CC=2)C=CC=CC=1.C(Br)(Br)(Br)[Br:35].O>CC(N(C)C)=O>[Br:35][CH2:11]/[CH:10]=[CH:9]/[C:6]1[CH:7]=[CH:8][C:3]([C:2]([F:14])([F:13])[F:1])=[CH:4][CH:5]=1. Procedure details: To a solution of the alcohol obtained in step 2 (10 g) in dimethylacetamide (100 ml) at room temperature were added triphenylphosphine (23 g) and carbon tetrabromide (29 g). The resulting solution was stirred at room temperature for 1 h, poured into water and extracted with ethyl acetate. The organic phase was washed with water and brine, dried over sodium sulfate and filtered over silica gel to give 13 g of the desired product as a white solid (95%) which was characterized by its mass and NMR s... The reactants are C1(=CC=CC=C1)C(C(=O)C1[C@H](C(CC2=CC=CC=C12)N)O)C ((2R)-2-phenylpropanoyl-3-amino-1,2,3,4-tetrahydro-2-naphthalenol), Cl (hydrochloric acid). Product: Cl.N[C@H]1[C@@H](CC2=CC=CC=C2C1)O ((+)-Trans-3-amino-1,2,3,4-tetrahydro-2-naphthalenol, hydrochloride). Reaction SMILES: C1(C(C)C([CH:10]2[C:19]3[C:14](=[CH:15][CH:16]=[CH:17][CH:18]=3)[CH2:13][CH:12]([NH2:20])[C@@H:11]2[OH:21])=O)C=CC=CC=1.[ClH:23]>>[ClH:23].[NH2:20][C@@H:12]1[CH2:13][C:14]2[C:19](=[CH:18][CH:17]=[CH:16][CH:15]=2)[CH2:10][C@H:11]1[OH:21] |f:2.3|. Procedure: Trans-N-[(2R)-2-phenylpropanoyl-3-amino-1,2,3,4-tetrahydro-2-naphthalenol, diastereoisomer A (183 mg) was refluxed in 6N aqueous hydrochloric acid (20 ml) for 4 hours. The reaction mixture was evaporated in vacuo and the residue taken up in water. The aqueous solution was washed with ethyl acetate and evaporated to give a white solid which was recrystallized from a methanol/ethyl acetate mixture to yield the title compound (99 mg). Starting materials: FC1=C2CN(CC2=CC=C1OC)NC1=CC=NC=C1 (2,3-dihydro-4-fluoro-5-methoxy-N-(4-pyridinyl)-1H-isoindol-2-amine), Br (hydrobromic acid). The solvent is O (water). Reaction conditions: time 8 hour. Product: Br.FC1=C2CN(CC2=CC=C1O)NC1=CC=NC=C1 (2,3-Dihydro-4-fluoro-2-(-4-pyridinylamino)-1 H-isoindol-5-ol hydrobromide). Isolated yield 69.0%. Reaction SMILES: [F:1][C:2]1[C:10]([O:11]C)=[CH:9][CH:8]=[C:7]2[C:3]=1[CH2:4][N:5]([NH:13][C:14]1[CH:19]=[CH:18][N:17]=[CH:16][CH:15]=1)[CH2:6]2.[BrH:20]>O>[BrH:20].[F:1][C:2]1[C:10]([OH:11])=[CH:9][CH:8]=[C:7]2[C:3]=1[CH2:4][N:5]([NH:13][C:14]1[CH:19]=[CH:18][N:17]=[CH:16][CH:15]=1)[CH2:6]2 |f:3.4|. Procedure details: A solution of 2,3-dihydro-4-fluoro-5-methoxy-N-(4-pyridinyl)-1H-isoindol-2-amine (3.25 g) in 48% hydrobromic acid (25 ml) was stirred, under reflux, for 5 hrs. The reaction mixture was diluted with water and stirred at ambient temperature overnight. The mixture was cooled to approximately 10° C. and filtered. The filter cake was washed with cold water and dried under vacuum at 80° C. to give 2.8 g (69%) of product. Recrystallization from water gave the analytical sample, mp. >250° C., dried at 8... Reactants: C(C)(C)(C)OC(=O)N1C[C@@H]([C@H](C1)OC)COC=1C2=C(N=C(N1)NC=1C=NN(C1)C)NC=C2Cl ((3R,4R)-3-[5-chloro-2-(1-methyl-1H-pyrazol-4-ylamino)-7H-pyrrolo[2,3-d]pyrimidin-4-yloxymethyl]-4-methoxy-pyrrolidine-1-carboxylic acid tert-butyl ester), C(=O)(C(F)(F)F)O (TFA). Solvent: C(Cl)Cl (DCM). Conditions: time 2.5 hour. Product: FC(C(=O)O)(F)F.ClC1=CNC=2N=C(N=C(C21)OC[C@H]2CNC[C@@H]2OC)NC=2C=NN(C2)C ([5-chloro-4-((3R,4R)-4-methoxy-pyrrolidin-3-ylmethoxy)-7H-pyrrolo[2,3-d]pyrimidin-2-yl]-(1-methyl-1H-pyrazol-4-yl)-amine trifluoroacetate). Isolated yield 122.7%. RXN SMILES: C(OC([N:8]1[CH2:12][C@H:11]([O:13][CH3:14])[C@@H:10]([CH2:15][O:16][C:17]2[C:18]3[C:32]([Cl:33])=[CH:31][NH:30][C:19]=3[N:20]=[C:21]([NH:23][C:24]3[CH:25]=[N:26][N:27]([CH3:29])[CH:28]=3)[N:22]=2)[CH2:9]1)=O)(C)(C)C.[C:34]([OH:40])([C:36]([F:39])([F:38])[F:37])=[O:35]>C(Cl)Cl>[F:37][C:36]([F:39])([F:38])[C:34]([OH:40])=[O:35].[Cl:33][C:32]1[C:18]2[C:17]([O:16][CH2:15][C@@H:10]3[C@@H:11]([O:13][CH3:14])[CH2:12][NH:8][CH2:9]3)=[N:22][C:21]([NH:23][C:24]3[CH:25]=[N:26][N:27]([CH3:29])[CH:28]=3)=[N:20][C:19]=2[NH:30][CH:31]=1 |f:3.4|. Procedure: To a solution of (3R,4R)-3-[5-chloro-2-(1-methyl-1H-pyrazol-4-ylamino)-7H-pyrrolo[2,3-d]pyrimidin-4-yloxymethyl]-4-methoxy-pyrrolidine-1-carboxylic acid tert-butyl ester (12.40 g, 26 mmol) in DCM (60 mL) at 0° C. was added TFA (10.1 mL, 208 mmol) and the resulting solution was stirred at ambient temperature for 2.5 hrs. The volatiles were removed and to the residue was added ethyl ether (150 mL). The resulting suspension was stirred for 2 hrs then filtered to afford a light pink solid. This was ...